From a dataset of the Open Reaction Database (ORD), a public repository of structured organic reaction records. describe an organic reaction: reactants, conditions, products, and yield Reactants: CC(C)(C)OC(=O)N1Cc2cc(Cl)c(I)cc2C1, C1OC2CNC1C2, O=C(O)C(F)(F)F. The product is CC(C)(C)OC(=O)N1Cc2cc(Cl)c(N3CC4CC3CO4)cc2C1. As a reaction SMILES: [C:1]([CH3:2])([CH3:3])([CH3:4])[O:5][C:6](=[O:7])[N:8]1[CH2:9][c:10]2[cH:11][c:12]([I:18])[c:13]([Cl:17])[cH:14][c:15]2[CH2:16]1.[CH:26]12[O:27][CH2:28][CH:29]([NH:30][CH2:31]1)[CH2:32]2.[F:19][C:20]([F:21])([F:22])[C:23]([OH:24])=[O:25]>>[C:1]([CH3:2])([CH3:3])([CH3:4])[O:5][C:6](=[O:7])[N:8]1[CH2:9][c:10]2[cH:11][c:12]([N:30]3[CH:29]4[CH2:28][O:27][CH:26]([CH2:31]3)[CH2:32]4)[c:13]([Cl:17])[cH:14][c:15]2[CH2:16]1. Yields the product C=CCOC(=O)CCc1cc(C(C)(C)C)c(O)c(C(C)(C)C)c1. Reactants: Cc1ccccc1, CC(=O)O, COC(=O)CCc1cc(C(C)(C)C)c(O)c(C(C)(C)C)c1, [Li], [NH2-], C=CCO. RXN SMILES: [CH3:28][c:29]1[cH:30][cH:31][cH:32][cH:33][cH:34]1.[CH3:35][C:36](=[O:37])[OH:38].[CH3:7][O:8][C:9]([CH2:10][CH2:11][c:12]1[cH:13][c:14]([C:23]([CH3:24])([CH3:25])[CH3:26])[c:15]([OH:22])[c:16]([C:18]([CH3:19])([CH3:20])[CH3:21])[cH:17]1)=[O:27].[Li:1].[NH2-:2].[OH:3][CH2:4][CH:5]=[CH2:6]>>[O:3]([CH2:4][CH:5]=[CH2:6])[C:9](=[O:8])[CH2:10][CH2:11][c:12]1[cH:13][c:14]([C:23]([CH3:24])([CH3:25])[CH3:26])[c:15]([OH:22])[c:16]([C:18]([CH3:19])([CH3:20])[CH3:21])[cH:17]1. Reactants: CC1(OC([C@H](O1)CNC(OCC1=CC=CC=C1)=O)=O)C (Benzyl [(4R)-2,2-dimethyl-5-oxo-1,3-dioxolan-4-yl]methylcarbamate), Cl (HCl), [H][H] (hydrogen). The reagents and catalysts are [Pd] (Pd/C). Solvent: CO (methanol), CCOCC (ether). Product: Cl.NC[C@H](C(=O)OC)O (Methyl (2R)-3-amino-2-hydroxypropanoate hydrochloride). As a reaction SMILES: C[C:2]1(C)[O:6][C@H:5]([CH2:7][NH:8]C(=O)OCC2C=CC=CC=2)[C:4](=[O:19])[O:3]1.[ClH:21].[H][H]>CO.CCOCC.[Pd]>[ClH:21].[NH2:8][CH2:7][C@@H:5]([OH:6])[C:4]([O:3][CH3:2])=[O:19] |f:6.7|. Reported procedure: Benzyl [(4R)-2,2-dimethyl-5-oxo-1,3-dioxolan-4-yl]methylcarbamate (7.76 g) prepared by the method described in Step B above was dissolve in methanol (70 mL) with 0.62 g 10% Pd/C. A 1 M HCl in ether solution was added (25 mL). This mixture was hydrogenated using a hydrogen balloon for 22 hours. The reaction mixture was purged with nitrogen, filtered though a pad of Celite, and evaporated under vacuum to give the title compound as a yellowish solid. 1H NMR (CD3OD, 500 MHz) δ 4.45 (dd, J=4 and 8 Hz... Reactants: BrC1=C(C=CC(=C1)OC(F)(F)F)OC (2-bromo-1-methoxy-4-(trifluoromethoxy)benzene), C(CCC)[Li] (n-Butyllithium), Cl (hydrochloric acid), COB(OC)OC (trimethylborate). The solvent is O1CCCC1 (tetrahydrofuran), O (Water). Conditions: temperature -78 celsius, time 15 minute. The product is COC1=C(C=C(C=C1)OC(F)(F)F)B(O)O ([2-Methoxy-5-(trifluoromethoxy)phenyl]boronic Acid), solid. The yield is 28.0%. Reaction SMILES: C([Li])CCC.Br[C:7]1[CH:12]=[C:11]([O:13][C:14]([F:17])([F:16])[F:15])[CH:10]=[CH:9][C:8]=1[O:18][CH3:19].C[O:21][B:22](OC)[O:23]C.Cl>O1CCCC1.O>[CH3:19][O:18][C:8]1[CH:9]=[CH:10][C:11]([O:13][C:14]([F:17])([F:16])[F:15])=[CH:12][C:7]=1[B:22]([OH:23])[OH:21]. Procedure: n-Butyllithium (1.6M in hexanes, 3.8 mL, 6 mmol) was added dropwise to a cooled (−78° C.) solution of 2-bromo-1-methoxy-4-(trifluoromethoxy)benzene (Description 16, 1.5 g, 5.5 mmol) in tetrahydrofuran (prefiltered through alumina, 18 mL) [internal temperature <−70° C.]. The mixture was stirred at −78° C. for 15 min., then trimethylborate (2 mL, 17.6 mmol) was added dropwise [internal temperature <−70° C.]. The mixture was stirred at −78° C. for 30 min., then hydrochloric acid (1M, 6 mL) was adde... Starting materials: CCOC(=O)C=CC(C)C(CCO[Si](C)(C)C(C)(C)C)O[Si](C)(C)C(C)(C)C, CC(C)C[AlH]CC(C)C, ClCCl. Product: CC(C=CCO)C(CCO[Si](C)(C)C(C)(C)C)O[Si](C)(C)C(C)(C)C. As a reaction SMILES: [C:10]([CH3:11])([CH3:12])([CH3:13])[Si:14]([O:15][CH:16]([CH:17]([CH:18]=[CH:19][C:20](=[O:21])[O:22][CH2:23][CH3:24])[CH3:25])[CH2:26][CH2:27][O:28][Si:29]([CH3:30])([CH3:31])[C:32]([CH3:33])([CH3:34])[CH3:35])([CH3:36])[CH3:37].[CH3:1][CH:2]([CH2:3][AlH:4][CH2:5][CH:6]([CH3:7])[CH3:8])[CH3:9].[Cl:38][CH2:39][Cl:40]>>[C:10]([CH3:11])([CH3:12])([CH3:13])[Si:14]([O:15][CH:16]([CH:17]([CH:18]=[CH:19][CH2:20][OH:21])[CH3:25])[CH2:26][CH2:27][O:28][Si:29]([CH3:30])([CH3:31])[C:32]([CH3:33])([CH3:34])[CH3:35])([CH3:36])[CH3:37]. Starting materials: COC(=O)Cn1c(C)c(Cc2sccc2S(=O)(=O)c2ccccc2)c2cc(Cl)ccc21, Cl, [Li+], C1CCOC1, [OH-]. Yields the product Cc1c(Cc2sccc2S(=O)(=O)c2ccccc2)c2cc(Cl)ccc2n1CC(=O)O. As a reaction SMILES: [CH3:1][O:2][C:3]([CH2:4][n:5]1[c:6]([CH3:30])[c:7]([CH2:15][c:16]2[s:17][cH:18][cH:19][c:20]2[S:21](=[O:22])(=[O:23])[c:24]2[cH:25][cH:26][cH:27][cH:28][cH:29]2)[c:8]2[cH:9][c:10]([Cl:14])[cH:11][cH:12][c:13]12)=[O:31].[ClH:34].[Li+:32].[O:35]1[CH2:36][CH2:37][CH2:38][CH2:39]1.[OH-:33]>>[O:2]=[C:3]([CH2:4][n:5]1[c:6]([CH3:30])[c:7]([CH2:15][c:16]2[s:17][cH:18][cH:19][c:20]2[S:21](=[O:22])(=[O:23])[c:24]2[cH:25][cH:26][cH:27][cH:28][cH:29]2)[c:8]2[cH:9][c:10]([Cl:14])[cH:11][cH:12][c:13]12)[OH:31].